This data is from the Open Reaction Database (ORD), a public repository of structured organic reaction records. The task is: describe an organic reaction: reactants, conditions, products, and yield Reactants: Cc1cnc(NS(=O)(=O)c2cccc(Cl)c2Cl)c(Br)n1, OCc1ccccn1. The product is Cc1cnc(NS(=O)(=O)c2cccc(Cl)c2Cl)c(OCc2ccccn2)n1. RXN SMILES: [Br:9][c:10]1[c:11]([NH:17][S:18](=[O:19])(=[O:20])[c:21]2[c:22]([Cl:28])[c:23]([Cl:27])[cH:24][cH:25][cH:26]2)[n:12][cH:13][c:14]([CH3:16])[n:15]1.[n:1]1[c:2]([CH2:7][OH:8])[cH:3][cH:4][cH:5][cH:6]1>>[n:1]1[c:2]([CH2:7][O:8][c:10]2[c:11]([NH:17][S:18](=[O:19])(=[O:20])[c:21]3[c:22]([Cl:28])[c:23]([Cl:27])[cH:24][cH:25][cH:26]3)[n:12][cH:13][c:14]([CH3:16])[n:15]2)[cH:3][cH:4][cH:5][cH:6]1. Reactants: CCOC(C)=O, Sc1ccc(I)cc1, [K+], [OH-], Cc1ccc(S(=O)(=O)OCC2CCCN2C(=O)OC(C)(C)C)cc1, c1ccncc1. The product is CC(C)(C)OC(=O)N1CCCC1CSc1ccc(I)cc1. RXN SMILES: [CH3:41][CH2:42][O:43][C:44]([CH3:45])=[O:46].[I:1][c:2]1[cH:3][cH:4][c:5]([SH:8])[cH:6][cH:7]1.[K+:34].[OH-:33].[c:9]1([CH3:10])[cH:11][cH:12][c:13]([S:14]([O:15][CH2:19][CH:20]2[N:21]([C:25](=[O:26])[O:27][C:28]([CH3:29])([CH3:30])[CH3:31])[CH2:22][CH2:23][CH2:24]2)(=[O:16])=[O:17])[cH:18][cH:32]1.[cH:35]1[cH:36][cH:37][n:38][cH:39][cH:40]1>>[I:1][c:2]1[cH:3][cH:4][c:5]([S:8][CH2:19][CH:20]2[N:21]([C:25](=[O:26])[O:27][C:28]([CH3:29])([CH3:30])[CH3:31])[CH2:22][CH2:23][CH2:24]2)[cH:6][cH:7]1. The reactants are COc1ccc(B(O)O)c(F)c1, CCCNC(=O)c1nnc2c(Br)cccc2c1N. Product: CCCNC(=O)c1nnc2c(-c3ccc(OC)cc3F)cccc2c1N. RXN SMILES: [F:19][c:20]1[c:21]([B:28]([OH:29])[OH:30])[cH:22][cH:23][c:24]([O:26][CH3:27])[cH:25]1.[NH2:1][c:2]1[c:3]([C:13](=[O:14])[NH:15][CH2:16][CH2:17][CH3:18])[n:4][n:5][c:6]2[c:7]([Br:12])[cH:8][cH:9][cH:10][c:11]12>>[NH2:1][c:2]1[c:3]([C:13](=[O:14])[NH:15][CH2:16][CH2:17][CH3:18])[n:4][n:5][c:6]2[c:7](-[c:21]3[c:20]([F:19])[cH:25][c:24]([O:26][CH3:27])[cH:23][cH:22]3)[cH:8][cH:9][cH:10][c:11]12.